This data is from the Open Reaction Database (ORD), a public repository of structured organic reaction records. The task is: describe an organic reaction: reactants, conditions, products, and yield Reactants: N1C(=NC=C1)[C@@H]1NC=2C=CC=CC2[C@H]2[C@@H]1CCN2C(=O)[C@@H]2[C@@H](CCCC2)NC(C2=CC=CC=C2)=O (N-((1R,2S)-2-{[(3aR,4R,9bR)-4-(1H-Imidazol-2-yl)-2,3,3a,4,5,9b-hexahydro-1H-pyrrolo[3,2-c]quinolin-1-yl]carbonyl}cyclohexyl)benzamide), [H-].[Na+] (sodium hydride), O (Water), CI (Methyl iodide). Solvent: CN(C)C=O (DMF). Reaction conditions: time 1 hour. The product is CN1C(=NC=C1)[C@@H]1NC=2C=CC=CC2[C@H]2[C@@H]1CCN2C(=O)[C@@H]2[C@@H](CCCC2)NC(C2=CC=CC=C2)=O (N-((1R,2S)-2-{[(3aR,4R,9bR)-4-(1-Methyl-1H-imidazol-2-yl)-2,3,3a,4,5,9b-hexahydro-1H-pyrrolo[3,2-c]quinolin-1-yl]carbonyl}cyclohexyl)benzamide). Yield: 62.8%. RXN SMILES: [NH:1]1[CH:5]=[CH:4][N:3]=[C:2]1[C@H:6]1[C@H:15]2[CH2:16][CH2:17][N:18]([C:19]([C@H:21]3[CH2:26][CH2:25][CH2:24][CH2:23][C@H:22]3[NH:27][C:28](=[O:35])[C:29]3[CH:34]=[CH:33][CH:32]=[CH:31][CH:30]=3)=[O:20])[C@H:14]2[C:13]2[CH:12]=[CH:11][CH:10]=[CH:9][C:8]=2[NH:7]1.[H-].[Na+].[CH3:38]I.O>CN(C=O)C>[CH3:38][N:1]1[CH:5]=[CH:4][N:3]=[C:2]1[C@H:6]1[C@H:15]2[CH2:16][CH2:17][N:18]([C:19]([C@H:21]3[CH2:26][CH2:25][CH2:24][CH2:23][C@H:22]3[NH:27][C:28](=[O:35])[C:29]3[CH:30]=[CH:31][CH:32]=[CH:33][CH:34]=3)=[O:20])[C@H:14]2[C:13]2[CH:12]=[CH:11][CH:10]=[CH:9][C:8]=2[NH:7]1 |f:1.2|. Procedure details: To a solution of the compound (119 mg, 0.252 mmol) synthesized in Example 81 in DMF (1 ml) was added sodium hydride (60% in oil, 12.1 mg, 0.30 mmol) under ice-cooling, and the mixture was stirred for 1 hr. Methyl iodide (0.0187 ml, 0.30 mmol) was added dropwise and the mixture was stirred overnight at room temperature. Water was added to the reaction mixture and the mixture was extracted with ethyl acetate. The extract was dried over anhydrous MgSO4, and the solvent was evaporated under reduced ... The solvent is C1(=CC=CC=C1)C (toluene), ice, C1(=CC=CC=C1)C (toluene). Reported procedure: To a suspension of potassium t-butoxide (2.52 g, 22.4 mmol, 1.4 equiv.) in toluene (50 mL) at 0° C. under nitrogen, was added diester 70 (5.41 g, 16 mmol) in toluene (10 mL) over a 10 min period. The solution was stirred for 30 min at 0° C. and 2 mL of glacial acetic acid was added, immediately followed by 10 g of NaH2PO4.H2O in 100 mL of ice-cold water. The resultant mixture was extracted with chloroform (3×150 mL), and the combined organic extracts were washed twice with phosphate buffer (2×25... Yields the product C(C)OC(=O)C1CN(CC1=O)C(=O)OCC1=CC=CC=C1 (4-Oxo-pyrrolidine-1,3-dicarboxylic acid 1-benzyl ester 3-ethyl ester). Reaction conditions: temperature 0 celsius, time 30 minute. As a reaction SMILES: CC(C)([O-])C.[K+].[CH2:7]([O:9][C:10](=[O:30])[CH2:11][CH2:12][N:13]([C:20]([O:22][CH2:23][C:24]1[CH:29]=[CH:28][CH:27]=[CH:26][CH:25]=1)=[O:21])[CH2:14][C:15](OCC)=[O:16])[CH3:8].C(O)(=O)C>C1(C)C=CC=CC=1>[CH2:7]([O:9][C:10]([CH:11]1[C:15](=[O:16])[CH2:14][N:13]([C:20]([O:22][CH2:23][C:24]2[CH:29]=[CH:28][CH:27]=[CH:26][CH:25]=2)=[O:21])[CH2:12]1)=[O:30])[CH3:8] |f:0.1|. The reactants are C(C)OC(CCN(CC(=O)OCC)C(=O)OCC1=CC=CC=C1)=O (3-(Benzyloxycarbonyl-ethoxycarbonylmethyl-amino)-propionic acid ethyl ester), NaH2PO4.H2O, CC(C)([O-])C.[K+] (potassium t-butoxide), C(C)(=O)O (acetic acid). Reported procedure: The title compound, white solid, m.p. 131° C. and MS: m/e=373.5 (M+H+) was prepared in accordance with the general method of example 1 from diphenylacetyl isocyanate and (RS)-2-phenyl-propan-1-ol. Yields the product C1(=CC=CC=C1)C(COC(NC(C(C1=CC=CC=C1)C1=CC=CC=C1)=O)=O)C (Diphenylacetyl-carbamic acid (RS)-2-phenyl-propyl ester). Starting materials: C1(=CC=CC=C1)C(C(=O)N=C=O)C1=CC=CC=C1 (diphenylacetyl isocyanate), C1(=CC=CC=C1)C(CO)C ((RS)-2-phenyl-propan-1-ol). Reaction SMILES: [C:1]1([CH:7]([C:13]2[CH:18]=[CH:17][CH:16]=[CH:15][CH:14]=2)[C:8]([N:10]=[C:11]=[O:12])=[O:9])[CH:6]=[CH:5][CH:4]=[CH:3][CH:2]=1.[C:19]1([CH:25]([CH3:28])[CH2:26][OH:27])[CH:24]=[CH:23][CH:22]=[CH:21][CH:20]=1>>[C:19]1([CH:25]([CH3:28])[CH2:26][O:27][C:11](=[O:12])[NH:10][C:8](=[O:9])[CH:7]([C:1]2[CH:6]=[CH:5][CH:4]=[CH:3][CH:2]=2)[C:13]2[CH:18]=[CH:17][CH:16]=[CH:15][CH:14]=2)[CH:24]=[CH:23][CH:22]=[CH:21][CH:20]=1. Reactants: C1(CCCCC1)C(=O)C1=CC=CC=C1 (cyclohexyl(phenyl)methanone), O (water), N1(CCCC1)CN1N=CN=C1 (1-(pyrrolidin-1-ylmethyl)-1H-1,2,4-triazole), C(CCC)[Li] (n-Butyl lithium). The solvent is O1CCCC1 (tetrahydrofuran), O1CCCC1 (tetrahydrofuran). Reaction conditions: time 1 hour. Product: C1(CCCCC1)C(O)(C1=NC=NN1CN1CCCC1)C1=CC=CC=C1 (Cyclohexyl(phenyl)[1-(pyrrolidin-1-ylmethyl)-1H-1,2,4-triazol-5-yl]methanol). Isolated yield 100.0%. As a reaction SMILES: [N:1]1([CH2:6][N:7]2[CH:11]=[N:10][CH:9]=[N:8]2)[CH2:5][CH2:4][CH2:3][CH2:2]1.C([Li])CCC.[CH:17]1([C:23]([C:25]2[CH:30]=[CH:29][CH:28]=[CH:27][CH:26]=2)=[O:24])[CH2:22][CH2:21][CH2:20][CH2:19][CH2:18]1.O>O1CCCC1>[CH:25]1([C:23]([C:17]2[CH:18]=[CH:19][CH:20]=[CH:21][CH:22]=2)([C:11]2[N:7]([CH2:6][N:1]3[CH2:2][CH2:3][CH2:4][CH2:5]3)[N:8]=[CH:9][N:10]=2)[OH:24])[CH2:26][CH2:27][CH2:28][CH2:29][CH2:30]1. Procedure: 1-(pyrrolidin-1-ylmethyl)-1H-1,2,4-triazole (Preparation 16, 12.0 g, 78.84 mmol) was dissolved in tetrahydrofuran (120 mL) and the solution cooled to −78° C. n-Butyl lithium (2.5M in hexanes, 34.7 ml, 86.7 mmol) was then added dropwise over 30 mins. After warming to room temperature and stirring for 1 hour the reaction mixture was cooled to −78° C. and a solution of cyclohexyl(phenyl)methanone (16.3 g, 86.7 mmol) in tetrahydrofuran (30 mL) added dropwise. After warming to room temperature over 1...